From a dataset of the Open Reaction Database (ORD), a public repository of structured organic reaction records. describe an organic reaction: reactants, conditions, products, and yield The reactants are [OH-].[Na+] (sodium hydroxide), ClC1=CC=C(C=C1)C1=C(C(=O)OC)C=CC=N1 (methyl 2-(4-chlorophenyl)nicotinate), Cl (hydrochloric acid). The solvent is CO (methyl alcohol). Conditions: time 8 hour. Product: ClC1=CC=C(C=C1)C1=C(C(=O)O)C=CC=N1 (2-(4-chlorophenyl)nicotinic acid). Reaction SMILES: [Cl:1][C:2]1[CH:7]=[CH:6][C:5]([C:8]2[N:17]=[CH:16][CH:15]=[CH:14][C:9]=2[C:10]([O:12]C)=[O:11])=[CH:4][CH:3]=1.[OH-].[Na+].Cl>CO>[Cl:1][C:2]1[CH:3]=[CH:4][C:5]([C:8]2[N:17]=[CH:16][CH:15]=[CH:14][C:9]=2[C:10]([OH:12])=[O:11])=[CH:6][CH:7]=1 |f:1.2|. Procedure: To a solution containing methyl 2-(4-chlorophenyl)nicotinate from the previous step (6.0 g, 24.2 mmol) in methyl alcohol (30 mL) was added 1N sodium hydroxide (29 mL). The mixture was stirred at room temperature overnight then neutralized with 1N hydrochloric acid (29 mL), evaporated in vacuo and dried overnight to yield the solid 2-(4-chlorophenyl)nicotinic acid (7.3 g, Theo. Yield=5.65 g, balance is NaCl; HPLC RT=2.17 min; LC-MS m/z=234). Yields the product CS(=O)(=O)NC1CCCCC1N1C(=O)c2ccccc2C(C(=O)NOCc2nc[nH]n2)C1c1ccc(Cl)cc1Cl. As a reaction SMILES: [C:61](=[O:62])([O-:63])[OH:64].[CH3:66][OH:67].[Cl:1][c:2]1[c:3]([CH:9]2[N:10]([CH:49]3[CH:50]([NH:55][S:56](=[O:57])(=[O:58])[CH3:59])[CH2:51][CH2:52][CH2:53][CH2:54]3)[C:11](=[O:48])[c:12]3[cH:13][cH:14][cH:15][cH:16][c:17]3[CH:18]2[C:19](=[O:20])[NH:21][O:22][CH2:23][c:24]2[n:25][n:26]([C:29]([c:30]3[cH:31][cH:32][cH:33][cH:34][cH:35]3)([c:36]3[cH:37][cH:38][cH:39][cH:40][cH:41]3)[c:42]3[cH:43][cH:44][cH:45][cH:46][cH:47]3)[cH:27][n:28]2)[cH:4][cH:5][c:6]([Cl:8])[cH:7]1.[ClH:60].[Na+:65]>>[Cl:1][c:2]1[c:3]([CH:9]2[N:10]([CH:49]3[CH:50]([NH:55][S:56](=[O:57])(=[O:58])[CH3:59])[CH2:51][CH2:52][CH2:53][CH2:54]3)[C:11](=[O:48])[c:12]3[cH:13][cH:14][cH:15][cH:16][c:17]3[CH:18]2[C:19](=[O:20])[NH:21][O:22][CH2:23][c:24]2[n:25][nH:26][cH:27][n:28]2)[cH:4][cH:5][c:6]([Cl:8])[cH:7]1. The reactants are O=C([O-])O, CO, CS(=O)(=O)NC1CCCCC1N1C(=O)c2ccccc2C(C(=O)NOCc2ncn(C(c3ccccc3)(c3ccccc3)c3ccccc3)n2)C1c1ccc(Cl)cc1Cl, Cl, [Na+]. Reactants: Brc1cccnc1, CCCC[Sn](Cl)(CCCC)CCCC, [Li]CCCC, CCCCCC, O. Yields the product CCCC[Sn](CCCC)(CCCC)c1cccnc1. As a reaction SMILES: [Br:12][c:13]1[cH:14][n:15][cH:16][cH:17][cH:18]1.[CH2:19]([CH2:20][CH2:21][CH3:22])[Sn:23]([CH2:24][CH2:25][CH2:26][CH3:27])([CH2:28][CH2:29][CH2:30][CH3:31])[Cl:32].[CH2:7]([Li:8])[CH2:9][CH2:10][CH3:11].[CH3:1][CH2:2][CH2:3][CH2:4][CH2:5][CH3:6].[OH2:33]>>[c:13]1([Sn:23]([CH2:19][CH2:20][CH2:21][CH3:22])([CH2:24][CH2:25][CH2:26][CH3:27])[CH2:28][CH2:29][CH2:30][CH3:31])[cH:14][n:15][cH:16][cH:17][cH:18]1. Procedure: Upon heating a solution of 7.4 g of 2-azidobenzaldehyde, 5.6 g of cyclohexane-1,3-dione and 6.5 g of amidinoacetic acid ethyl ester in 100 ml of ethanol for 4 hours, 2-amino-4-(2-azidophenyl)-1,4,5,6,7,8-hexahydro-5-oxoquinoline-3-carboxylic acid ethyl ester of melting point 209°C (ethanol) is obtained. The reactants are N(=[N+]=[N-])C1=C(C=O)C=CC=C1 (2-azidobenzaldehyde), C1(CC(CCC1)=O)=O (cyclohexane-1,3-dione), C(C)OC(CC(N)=N)=O (amidinoacetic acid ethyl ester). Isolated yield 58.0%. Yields the product C(C)OC(=O)C1=C(NC=2CCCC(C2C1C1=C(C=CC=C1)N=[N+]=[N-])=O)N (2-amino-4-(2-azidophenyl)-1,4,5,6,7,8-hexahydro-5-oxoquinoline-3-carboxylic acid ethyl ester). Reaction SMILES: [N:1]([C:4]1[CH:11]=[CH:10][CH:9]=[CH:8][C:5]=1[CH:6]=O)=[N+:2]=[N-:3].[C:12]1(=[O:19])[CH2:17][CH2:16][CH2:15][C:14](=O)[CH2:13]1.[CH2:20]([O:22][C:23](=[O:28])[CH2:24][C:25](=[NH:27])[NH2:26])[CH3:21]>C(O)C>[CH2:20]([O:22][C:23]([C:24]1[CH:6]([C:5]2[CH:8]=[CH:9][CH:10]=[CH:11][C:4]=2[N:1]=[N+:2]=[N-:3])[C:13]2[C:12](=[O:19])[CH2:17][CH2:16][CH2:15][C:14]=2[NH:26][C:25]=1[NH2:27])=[O:28])[CH3:21]. Solvent: C(C)O (ethanol), C(C)O (ethanol). Reactants: CN(C1=C2C=CC=C(C2=CC=C1)S(=O)(=O)Cl)C (5-dimethylamino-1-naphthalenesulphonyl chloride), NC=1N=NC(=CC1)Cl (3-amino-6-chloropyridazine). Reagents/catalysts: CN(C1=CC=NC=C1)C (4-dimethylaminopyridine). The solvent is N1=CC=CC=C1 (pyridine). Product: CN(C1=C2C=CC=C(C2=CC=C1)S(=O)(=O)NC=1N=NC(=CC1)Cl)C (5-(dimethylamino)-N-(6-chloro-3-pyridazinyl)-1-naphthalenesulphonamide). Isolated yield 32.5%. As a reaction SMILES: [CH3:1][N:2]([CH3:17])[C:3]1[CH:12]=[CH:11][CH:10]=[C:9]2[C:4]=1[CH:5]=[CH:6][CH:7]=[C:8]2[S:13](Cl)(=[O:15])=[O:14].[NH2:18][C:19]1[N:20]=[N:21][C:22]([Cl:25])=[CH:23][CH:24]=1>CN(C)C1C=CN=CC=1.N1C=CC=CC=1>[CH3:1][N:2]([CH3:17])[C:3]1[CH:12]=[CH:11][CH:10]=[C:9]2[C:4]=1[CH:5]=[CH:6][CH:7]=[C:8]2[S:13]([NH:18][C:19]1[N:20]=[N:21][C:22]([Cl:25])=[CH:23][CH:24]=1)(=[O:15])=[O:14]. Procedure: A solution of 5-dimethylamino-1-naphthalenesulphonyl chloride (3.98 g), 3-amino-6-chloropyridazine (1.91 g) and 4-dimethylaminopyridine (100 mg) in pyridine (25 ml) was heated at 85° C for 18 hours. Volatile material was removed by evaporation and dichloromethane (50 ml) was added. Insoluble material was removed by filtration and the filtrate was concentrated by evaporation. The residue was purified by flash chromatography, eluting with ethyl acetate/hexane (1:1 v/v), and the resulting foam was ...